From a dataset of the Open Reaction Database (ORD), a public repository of structured organic reaction records. describe an organic reaction: reactants, conditions, products, and yield Reactants: COC1=CC=C(C=C1)CCC1=C(N(C2=CC=C(C=C12)O)CCC)C (3-[2-(4-methoxy-phenyl)-ethyl]-2-methyl-1-propyl-1H-indole-5-ol), C(C)OC(C(C)(C)Br)=O (2-bromo-2-methyl-propanoic acid ethylester). Product: C(C)OC(C(C)(C)OC=1C=C2C(=C(N(C2=CC1)CCC)C)CCC1=CC=C(C=C1)OC)=O (2-{3-[2-(4-Methoxy-phenyl)-ethyl]-2-methyl-1-propyl-1H-indole-5-yloxy}-2-methyl-propanoic acid ethylester). As a reaction SMILES: [CH3:1][O:2][C:3]1[CH:8]=[CH:7][C:6]([CH2:9][CH2:10][C:11]2[C:19]3[C:14](=[CH:15][CH:16]=[C:17]([OH:20])[CH:18]=3)[N:13]([CH2:21][CH2:22][CH3:23])[C:12]=2[CH3:24])=[CH:5][CH:4]=1.[CH2:25]([O:27][C:28](=[O:33])[C:29](Br)([CH3:31])[CH3:30])[CH3:26]>>[CH2:25]([O:27][C:28](=[O:33])[C:29]([O:20][C:17]1[CH:18]=[C:19]2[C:14](=[CH:15][CH:16]=1)[N:13]([CH2:21][CH2:22][CH3:23])[C:12]([CH3:24])=[C:11]2[CH2:10][CH2:9][C:6]1[CH:7]=[CH:8][C:3]([O:2][CH3:1])=[CH:4][CH:5]=1)([CH3:31])[CH3:30])[CH3:26]. Procedure details: In accordance with a procedure analogous to that of Example 10, the above compound was prepared from 3-[2-(4-methoxy-phenyl)-ethyl]-2-methyl-1-propyl-1H-indole-5-ol and 2-bromo-2-methyl-propanoic acid ethylester. Reactants: C(C(=C)C)(=O)OC1(CCCC1)CC (1-ethylcyclopentyl methacrylate), C(C(=C)C)(=O)OC1C2(CC3CC(CC1C3)C2)C(C)C (1-isopropyl-adamantanyl methacrylate), O=C1OCCC1C=C(C(=O)[O-])C (2-oxo-tetrahydro-furan-3-ylmethacrylate), C(C(=C)C)(=O)OC12CC3(CC(CC(C1)C3)C2)O (3-hydroxy-adamantanyl methacrylate). Solvent: O1CCCC1 (tetrahydrofuran). Conditions: time 4 hour. Product: C(C(=C)C)(=O)OC1C2(CC3CC(CC1C3)C2)C(C)C.C(C(=C)C)(=O)OC1(CCCC1)CC (IAM ECPMA), C(C(=C)C)(=O)OC12CC3(CC(CC(C1)C3)C2)O (HAMA). RXN SMILES: [C:1]([O:6][C:7]1([CH2:12][CH3:13])[CH2:11][CH2:10][CH2:9][CH2:8]1)(=[O:5])[C:2]([CH3:4])=[CH2:3].[C:14]([O:19][CH:20]1[CH:27]2[CH2:28][CH:23]3[CH2:24][CH:25]([CH2:29][C:21]1([CH:30]([CH3:32])[CH3:31])[CH2:22]3)[CH2:26]2)(=[O:18])[C:15]([CH3:17])=[CH2:16].O=C1C(C=C(C)C([O-])=O)CCO1.[C:45]([O:50][C:51]12[CH2:60][CH:55]3[CH2:56][CH:57]([CH2:59][C:53]([OH:61])([CH2:54]3)[CH2:52]1)[CH2:58]2)(=[O:49])[C:46]([CH3:48])=[CH2:47]>O1CCCC1>[C:14]([O:19][CH:20]1[CH:27]2[CH2:26][CH:25]3[CH2:24][CH:23]([CH2:22][C:21]1([CH:30]([CH3:32])[CH3:31])[CH2:29]3)[CH2:28]2)(=[O:18])[C:15]([CH3:17])=[CH2:16].[C:1]([O:6][C:7]1([CH2:12][CH3:13])[CH2:11][CH2:10][CH2:9][CH2:8]1)(=[O:5])[C:2]([CH3:4])=[CH2:3].[C:45]([O:50][C:51]12[CH2:58][CH:57]3[CH2:56][CH:55]([CH2:54][C:53]([OH:61])([CH2:59]3)[CH2:52]1)[CH2:60]2)(=[O:49])[C:46]([CH3:48])=[CH2:47] |f:5.6|. Procedure details: A solution of 1-ethylcyclopentyl methacrylate (ECPMA, M1; 20 mmol), 1-isopropyl-adamantanyl methacrylate (IAM, M2; 20 mmol), 2-oxo-tetrahydro-furan-3-ylmethacrylate (α-GBLMA, M3; 30 mmol), 3-oxo-4,10-dioxa-tricyclo[5.2.1.02,6]dec-8(or 9)-yl methacrylate (ODOTMA, M4; 20 mmol), and 3-hydroxy-adamantanyl methacrylate (HAMA, M5; 10 mmol) dissolved in 30 g of tetrahydrofuran (THF) was degassed by bubbling with nitrogen and charged to a 500 mL flask equipped with a condenser, nitrogen inlet and mechan... RXN SMILES: [C:1]([O:5][C:6]([N:8]1[CH2:13][CH2:12][N:11]([C:14]2[CH:19]=[CH:18][C:17]([Cl:20])=[C:16]([NH2:21])[CH:15]=2)[CH2:10][CH2:9]1)=[O:7])([CH3:4])([CH3:3])[CH3:2].C(N(CC)C(C)C)(C)C.[Cl:31][CH2:32][C:33](Cl)=[O:34].C(OCC)(=O)C.O>O1CCCC1>[C:1]([O:5][C:6]([N:8]1[CH2:13][CH2:12][N:11]([C:14]2[CH:19]=[CH:18][C:17]([Cl:20])=[C:16]([NH:21][C:33](=[O:34])[CH2:32][Cl:31])[CH:15]=2)[CH2:10][CH2:9]1)=[O:7])([CH3:4])([CH3:2])[CH3:3] |f:3.4|. Product: C(C)(C)(C)OC(=O)N1CCN(CC1)C1=CC(=C(C=C1)Cl)NC(CCl)=O (4-[4-Chloro-3-(2-chloro-acetylamino)-phenyl]-piperazine-1-carboxylic acid tert-butyl ester). The solvent is O1CCCC1 (tetrahydrofuran). Procedure details: To a solution of 4-(3-amino-4-chloro-phenyl)-piperazine-1-carboxylic acid tert-butyl ester (500 mg) and N,N-diisopropylethylamine (0.8 ml) in tetrahydrofuran (20 ml) cooled to 0° C. was added 2-chloroacetyl chloride (0.2 ml). After 2 hrs, the reaction was poured into ethyl acetate/water. The organic layer was separated, washed with water, aqueous NaHCO3 and brine, dried (MgSO4) and concentrated. Purification of the residue by silica gel chromatography (eluting ethyl acetate/iso-hexane (1:3 to 1:... Run at time 2 hour. The reactants are C(C)(=O)OCC.O (ethyl acetate water), C(C)(C)(C)OC(=O)N1CCN(CC1)C1=CC(=C(C=C1)Cl)N (4-(3-amino-4-chloro-phenyl)-piperazine-1-carboxylic acid tert-butyl ester), C(C)(C)N(C(C)C)CC (N,N-diisopropylethylamine), ClCC(=O)Cl (2-chloroacetyl chloride). Reactants: BrC=1C=C(C=O)C=CC1 (3-bromobenzaldehyde), C1(CC(CCC1)=O)=O (1,3-cyclohexanedione), C(C)(=O)[O-].[NH4+] (ammonium acetate), C(C)(=O)O.N1CCCC1 (pyrrolidine acetate). Solvent: C(C)O (ethanol), C(C)O (ethanol), CC(=O)C (Acetone). Yields the product BrC=1C=C(C=CC1)C1C=C(NC=2CCCC(C12)=O)C (4-(3-Bromophenyl)-2-methyl-4,6,7,8-tetrahydro-5(1H)-quinolone). The yield is 8.1%. As a reaction SMILES: [Br:1][C:2]1[CH:3]=[C:4]([CH:7]=[CH:8][CH:9]=1)[CH:5]=O.[C:10]1(=[O:17])[CH2:15][CH2:14][CH2:13][C:12](=O)[CH2:11]1.[C:18]([O-])(=O)C.[NH4+].C(O)(=O)C.[NH:27]1[CH2:31][CH2:30]CC1>C(O)C.CC(C)=O>[Br:1][C:2]1[CH:3]=[C:4]([CH:5]2[C:11]3[C:10](=[O:17])[CH2:15][CH2:14][CH2:13][C:12]=3[NH:27][C:31]([CH3:30])=[CH:18]2)[CH:7]=[CH:8][CH:9]=1 |f:2.3,4.5|. Procedure details: A mixture of 3-bromobenzaldehyde (2.0 g), 1,3-cyclohexanedione (1.27 g) and ethanol (30 mL) was heated at reflux for three hours. Acetone (0.75 g), ammonium acetate (1.25 g) and a solution of pyrrolidine acetate (1.89 g) in 4 mL of ethanol was added and refluxing continued overnight. The mixture was cooled, filtered and the filtrate concentrated in vacuo. Chromatography (eluant: methylene chloride/methanol; 98/2) and trituration with ethyl ether provided the title compound (0.28 g) as a yellow s... Reactants: CCO, COC1=NCCCCC1, NN, O. Yields the product NNC1=NCCCCC1. Reaction SMILES: [CH3:13][CH2:14][OH:15].[CH3:1][O:2][C:3]1=[N:9][CH2:8][CH2:7][CH2:6][CH2:5][CH2:4]1.[NH2:11][NH2:12].[OH2:10]>>[C:3]1([NH:11][NH2:12])=[N:9][CH2:8][CH2:7][CH2:6][CH2:5][CH2:4]1. Starting materials: [N+](=O)([O-])C1=CC(=C(C=C1C=O)OC)OC (6-nitroveratraldehyde), C(C)(=O)O (acetic acid), C(C)N(CCN)CC (2-diethylaminoethylamine). The solvent is C(C)O (ethanol), C(C)O (ethanol). Run at time 1 hour. Yields the product [N+](=O)([O-])C1=CC(=C(C=C1C=NCCN(CC)CC)OC)OC (6-Nitroveratrylidene-2-diethylaminoethylamine). Isolated yield 100.0%. RXN SMILES: [N+:1]([C:4]1[C:9]([CH:10]=O)=[CH:8][C:7]([O:12][CH3:13])=[C:6]([O:14][CH3:15])[CH:5]=1)([O-:3])=[O:2].C(O)(=O)C.[CH2:20]([N:22]([CH2:26][CH3:27])[CH2:23][CH2:24][NH2:25])[CH3:21]>C(O)C>[N+:1]([C:4]1[C:9]([CH:10]=[N:25][CH2:24][CH2:23][N:22]([CH2:26][CH3:27])[CH2:20][CH3:21])=[CH:8][C:7]([O:12][CH3:13])=[C:6]([O:14][CH3:15])[CH:5]=1)([O-:3])=[O:2]. Procedure: To a stirring, refluxing suspension of 84.4 g (0.4) of 6-nitroveratraldehyde and 1.0 ml glacial acetic acid in 750 ml ethanol was added gradually a solution of 2-diethylaminoethylamine in 50 ml ethanol. The solution was refluxed and stirred for 1 hr; the solvents were then removed in vacuo. The residue was taken up in 300 ml chloroform; the solution was washed with three 150-ml portions of water, dried over magnesium sulfate, and concentrated to dryness in vacuo to give 123 g (100%) of the produ... Starting materials: CSc1nc(Cl)c(C#N)c(N2CCc3ccccc3CC2)n1, [H-], [Na+], C1CCOC1, OCCN1CCOCC1. Product: CSc1nc(OCCN2CCOCC2)c(C#N)c(N2CCc3ccccc3CC2)n1. As a reaction SMILES: [Cl:1][c:2]1[n:3][c:4]([S:21][CH3:22])[n:5][c:6]([N:10]2[CH2:11][CH2:12][c:13]3[c:14]([cH:17][cH:18][cH:19][cH:20]3)[CH2:15][CH2:16]2)[c:7]1[C:8]#[N:9].[H-:32].[Na+:33].[O:34]1[CH2:35][CH2:36][CH2:37][CH2:38]1.[OH:23][CH2:24][CH2:25][N:26]1[CH2:27][CH2:28][O:29][CH2:30][CH2:31]1>>[c:2]1([O:23][CH2:24][CH2:25][N:26]2[CH2:27][CH2:28][O:29][CH2:30][CH2:31]2)[n:3][c:4]([S:21][CH3:22])[n:5][c:6]([N:10]2[CH2:11][CH2:12][c:13]3[c:14]([cH:17][cH:18][cH:19][cH:20]3)[CH2:15][CH2:16]2)[c:7]1[C:8]#[N:9].